This data is from the Open Reaction Database (ORD), a public repository of structured organic reaction records. The task is: describe an organic reaction: reactants, conditions, products, and yield Reactants: C[Mg]Br (Methyl magnesium bromide), N1(CC(CCC1)C(=O)OCC)C(=O)OC(C)(C)C (1-tert-butyl 3-ethyl piperidine-1,3-dicarboxylate), C(Cl)Cl (DCM), C(=O)(C(F)(F)F)O (TFA). The solvent is C(C)OCC (diethyl ether), C1CCOC1 (THF). Conditions: time 30 minute. Yields the product Cl.N1CC(CCC1)C(C)(C)O (2-Piperidin-3-ylpropan-2-ol hydrochloride). RXN SMILES: C[Mg]Br.[N:4]1(C(OC(C)(C)C)=O)[CH2:9][CH2:8][CH2:7][CH:6](C(OCC)=O)[CH2:5]1.[C:22]([OH:28])([C:24](F)(F)F)=O.[CH2:29](Cl)[Cl:30]>C(OCC)C.C1COCC1>[ClH:30].[NH:4]1[CH2:9][CH2:8][CH2:7][CH:6]([C:22]([OH:28])([CH3:29])[CH3:24])[CH2:5]1 |f:6.7|. Reported procedure: Methyl magnesium bromide (5 mL, 3M in diethyl ether, 15 mmol) was added dropwise to a solution of the 1-tert-butyl 3-ethyl piperidine-1,3-dicarboxylate (1.29 g, 5 mmol) in diethyl ether (20 mL) and THF (20 mL) during 10 min. The mixture was stirred for 30 min and thereafter slowly quenched with NH3Cl solution (10 mL, 3M). The phases were separated and the organic phase was evaporated to yield a yellow oil. The oil was dissolved in DCM (2 mL) and TFA (2 mL) was added and the reaction was left at ... Reactants: COC(C1=CC(=CC(=C1)O)O)=O (3,5-dihydroxybenzoic acid methyl ester), BrCCCOC1=C(C=CC=C1)C1=CC=CC=C1 (2-(3-bromopropoxy)-1,1-biphenyl). The product is COC(C1=CC(=CC(=C1)OCCCOC1=C(C=CC=C1)C1=CC=CC=C1)OCCCOC1=C(C=CC=C1)C1=CC=CC=C1)=O (3,5-bis[3-(1,1'-biphenyl-2-yloxy)propoxy]benzoic acid methyl ester). As a reaction SMILES: [CH3:1][O:2][C:3](=[O:12])[C:4]1[CH:9]=[C:8]([OH:10])[CH:7]=[C:6]([OH:11])[CH:5]=1.Br[CH2:14][CH2:15][CH2:16][O:17][C:18]1[CH:23]=[CH:22][CH:21]=[CH:20][C:19]=1[C:24]1[CH:29]=[CH:28][CH:27]=[CH:26][CH:25]=1>>[CH3:1][O:2][C:3](=[O:12])[C:4]1[CH:5]=[C:6]([O:11][CH2:14][CH2:15][CH2:16][O:17][C:18]2[CH:23]=[CH:22][CH:21]=[CH:20][C:19]=2[C:24]2[CH:29]=[CH:28][CH:27]=[CH:26][CH:25]=2)[CH:7]=[C:8]([O:10][CH2:14][CH2:15][CH2:16][O:17][C:18]2[CH:23]=[CH:22][CH:21]=[CH:20][C:19]=2[C:24]2[CH:29]=[CH:28][CH:27]=[CH:26][CH:25]=2)[CH:9]=1. Procedure: Using this procedure, the reaction of 3,5-dihydroxybenzoic acid methyl ester with 2-(3-bromopropoxy)-1,1-biphenyl gave 3,5-bis[3-(1,1'-biphenyl-2-yloxy)propoxy]benzoic acid methyl ester, mp 77°-79°. Anal. Calcd for C38H36O6 : C, 77.53; H, 6.16. Found: C, 77.31; H, 6.15. The reactants are S(=O)(Cl)Cl (thionyl chloride), FC1=CC=C(C(=O)/N=C/2\NC3=C(N2[C@@H]2CC[C@@H](CC2)C(NC(C)C)=O)C=C(C=C3)CO)C=C1 ((E)-4-fluoro-N-(6-(hydroxymethyl)-1-(cis-4-(isopropylcarbamoyl)cyclohexyl)-1H-benzo[d]imidazol-2(3H)-ylidene)benzamide), C[O-].[Na+] (sodium methoxide). The solvent is C(Cl)Cl (DCM). Conditions: temperature 0 celsius, time 30 minute. The product is FC1=CC=C(C(=O)/N=C/2\NC3=C(N2[C@@H]2CC[C@@H](CC2)C(NC(C)C)=O)C=C(C=C3)COC)C=C1 ((E)-4-fluoro-N-(1-(cis-4-(isopropylcarbamoyl)cyclohexyl)-6-(methoxymethyl)-1H-benzo[d]imidazol-2(3H)-ylidene)benzamide). Isolated yield 43.6%. Reaction SMILES: [F:1][C:2]1[CH:33]=[CH:32][C:5]([C:6](/[N:8]=[C:9]2\[NH:10][C:11]3[CH:29]=[CH:28][C:27]([CH2:30][OH:31])=[CH:26][C:12]=3[N:13]\2[C@H:14]2[CH2:19][CH2:18][C@@H:17]([C:20](=[O:25])[NH:21][CH:22]([CH3:24])[CH3:23])[CH2:16][CH2:15]2)=[O:7])=[CH:4][CH:3]=1.S(Cl)(Cl)=O.[CH3:38][O-].[Na+]>C(Cl)Cl>[F:1][C:2]1[CH:3]=[CH:4][C:5]([C:6](/[N:8]=[C:9]2\[NH:10][C:11]3[CH:29]=[CH:28][C:27]([CH2:30][O:31][CH3:38])=[CH:26][C:12]=3[N:13]\2[C@H:14]2[CH2:19][CH2:18][C@@H:17]([C:20](=[O:25])[NH:21][CH:22]([CH3:23])[CH3:24])[CH2:16][CH2:15]2)=[O:7])=[CH:32][CH:33]=1 |f:2.3|. Procedure: To a 0° C. cooled solution of (E)-4-fluoro-N-(6-(hydroxymethyl)-1-(cis-4-(isopropylcarbamoyl)cyclohexyl)-1H-benzo[d]imidazol-2(3H)-ylidene)benzamide (100 mg, 0.221 mmol) in DCM (2.5 mL) was added thionyl chloride (0.081 mL, 1.105 mmol) dropwise, and the reaction was stirred at 0° C. for 30 minutes. The solvent was removed and the residue was resuspended in ACN (2 mL), cooled to 0° C., and sodium methoxide (478 mg, 2.210 mmol) was added. The reaction was stirred overnight at RT. The solvent was r...